Dataset: the Open Reaction Database (ORD), a public repository of structured organic reaction records. Task: describe an organic reaction: reactants, conditions, products, and yield Starting materials: OC1(Cc2cccc(Br)n2)CCN(Cc2ccccc2)CC1, C1COCCO1, C[Si](C)(C)CCOCn1ccc(N)n1, CC1(C)c2cccc(P(c3ccccc3)c3ccccc3)c2Oc2c(P(c3ccccc3)c3ccccc3)cccc21, ClC(Cl)Cl, [K+], [K+], [K+], O=P([O-])([O-])[O-]. The product is C[Si](C)(C)CCOCn1ccc(Nc2cccc(CC3(O)CCN(Cc4ccccc4)CC3)n2)n1. As a reaction SMILES: [CH2:1]([c:2]1[cH:3][cH:4][cH:5][cH:6][cH:7]1)[N:8]1[CH2:9][CH2:10][C:11]([OH:14])([CH2:15][c:16]2[n:17][c:18]([Br:22])[cH:19][cH:20][cH:21]2)[CH2:12][CH2:13]1.[CH2:91]1[O:92][CH2:93][CH2:94][O:95][CH2:96]1.[CH3:23][Si:24]([CH2:25][CH2:26][O:27][CH2:28][n:29]1[n:30][c:31]([NH2:34])[cH:32][cH:33]1)([CH3:35])[CH3:36].[CH3:37][C:38]1([CH3:39])[c:40]2[cH:41][cH:42][cH:43][c:44]([P:45]([c:46]3[cH:47][cH:48][cH:49][cH:50][cH:51]3)[c:52]3[cH:53][cH:54][cH:55][cH:56][cH:57]3)[c:58]2[O:59][c:60]2[c:61]1[cH:62][cH:63][cH:64][c:65]2[P:66]([c:67]1[cH:68][cH:69][cH:70][cH:71][cH:72]1)[c:73]1[cH:74][cH:75][cH:76][cH:77][cH:78]1.[CH:87]([Cl:88])([Cl:89])[Cl:90].[K+:84].[K+:85].[K+:86].[P:79]([O-:80])([O-:81])([O-:82])=[O:83]>>[CH2:1]([c:2]1[cH:3][cH:4][cH:5][cH:6][cH:7]1)[N:8]1[CH2:9][CH2:10][C:11]([OH:14])([CH2:15][c:16]2[n:17][c:18]([NH:34][c:31]3[n:30][n:29]([CH2:28][O:27][CH2:26][CH2:25][Si:24]([CH3:23])([CH3:35])[CH3:36])[cH:33][cH:32]3)[cH:19][cH:20][cH:21]2)[CH2:12][CH2:13]1. The reactants are CN(C1=CC=C(C=C1)C=1OC=2C(N1)=C(C=CC2)C(=O)O)C (2-(4-dimethylaminophenyl)benzoxazole-4-carboxylic acid), Cl.Cl.NC1CC2CCCC(C1)N2C (3-amino-9-methyl-9-azabicyclo[3.3.1]nonane dihydrochloride), Cl.C(C)N=C=NCCCN(C)C (1-ethyl-3-(3-dimethylaminopropyl)carbodiimide hydrochloride), ON1N=NC2=C1C=CC=C2 (1-hydroxybenzotriazole), CCN(C(C)C)C(C)C (DIPEA). Solvent: CN(C)C=O (DMF), C(C)(=O)OCC (ethyl acetate). Conditions: time 10 minute. The product is CN1C2CC(CC1CCC2)NC(=O)C=2C=CC=C1C2N=C(O1)C1=CC=C(C=C1)N(C)C (N-(9-methyl-9-azabicyclo[3.3.1]non-3-yl)-2-(4-dimethylaminophenyl)benzoxazole-4-carboxamide). Yield: 38.1%. As a reaction SMILES: [CH3:1][N:2]([CH3:21])[C:3]1[CH:8]=[CH:7][C:6]([C:9]2[O:10][C:11]3[C:12](=[C:14]([C:18](O)=[O:19])[CH:15]=[CH:16][CH:17]=3)[N:13]=2)=[CH:5][CH:4]=1.Cl.Cl.[NH2:24][CH:25]1[CH2:32][CH:31]2[N:33]([CH3:34])[CH:27]([CH2:28][CH2:29][CH2:30]2)[CH2:26]1.Cl.C(N=C=NCCCN(C)C)C.ON1C2C=CC=CC=2N=N1.CCN(C(C)C)C(C)C>CN(C=O)C.C(OCC)(=O)C>[CH3:34][N:33]1[CH:27]2[CH2:28][CH2:29][CH2:30][CH:31]1[CH2:32][CH:25]([NH:24][C:18]([C:14]1[CH:15]=[CH:16][CH:17]=[C:11]3[O:10][C:9]([C:6]4[CH:5]=[CH:4][C:3]([N:2]([CH3:21])[CH3:1])=[CH:8][CH:7]=4)=[N:13][C:12]=13)=[O:19])[CH2:26]2 |f:1.2.3,4.5|. Reported procedure: A mixture of 2-(4-dimethylaminophenyl)benzoxazole-4-carboxylic acid (78 mg, 0.32 mmol), 3-amino-9-methyl-9-azabicyclo[3.3.1]nonane dihydrochloride (86 mg, 0.38 mmol), 1-ethyl-3-(3-dimethylaminopropyl)carbodiimide hydrochloride (86 mg, 0.45 mmol) and 1-hydroxybenzotriazole (122 mg, 0.90 mmol) in DMF (5 mL) was stirred for 10 min at room temperature, then DIPEA (0.26 mL, 1.6 mmol) was added. The resulting reaction mixture was stirred at room temperature overnight. The mixture was diluted with ethy... The reactants are [Br-], O=C1CCc2ccc(Br)cc21, COc1ccc([Mg+])cc1, [Cl-], [NH4+], C1CCOC1. The product is COc1ccc(C2(O)CCc3ccc(Br)cc32)cc1. As a reaction SMILES: [Br-:1].[Br:11][c:12]1[cH:13][cH:14][c:15]2[c:19]([cH:20]1)[C:18](=[O:21])[CH2:17][CH2:16]2.[CH3:2][O:3][c:4]1[cH:5][cH:6][c:7]([Mg+:10])[cH:8][cH:9]1.[Cl-:22].[NH4+:23].[O:24]1[CH2:25][CH2:26][CH2:27][CH2:28]1>>[CH3:2][O:3][c:4]1[cH:5][cH:6][c:7]([C:18]2([OH:21])[CH2:17][CH2:16][c:15]3[cH:14][cH:13][c:12]([Br:11])[cH:20][c:19]32)[cH:8][cH:9]1. Reported procedure: Similar to Example 7C prepare the LDA reagent by adding dropwise n-butyl lithium (8.2 mL, 21 mmole of 2.5 M) to diisopropyl amine (2.0 g, 2.8 mL/d=0.722, 20.3 mmol) at -50° C. in 50 mL tetrahydrofuran (THF) under argon. Allow reaction to warm to 0° C. then dropwise add N,N-diethyl-6-isopropoxy-2',4'-dimethoxy-biphenyl-2-carboxamide (3.0 g, 8.1 mmole) in 50 mL THF. Allow reaction to further warm to room temperature and stir overnight. Continue procedure from Example 7C to obtain 2.0 g (6.7 mmole,... As a reaction SMILES: [Li+].CC([N-][CH:6]([CH3:8])[CH3:7])C.[CH2:9]([Li])[CH2:10][CH2:11]C.C(NC(C)C)(C)C.C(N(CC)[C:24]([C:26]1[C:27]([C:36]2[CH:41]=[CH:40][C:39]([O:42][CH3:43])=[CH:38][C:37]=2[O:44][CH3:45])=C(OC(C)C)C=C[CH:31]=1)=[O:25])C.[O:48]1CCCC1>>[CH:10]([O:48][C:7]1[CH:6]=[CH:8][CH:31]=[C:26]2[C:27]=1[C:36]1[C:37]([O:44][CH3:45])=[CH:38][C:39]([O:42][CH3:43])=[CH:40][C:41]=1[C:24]2=[O:25])([CH3:11])[CH3:9] |f:0.1|. Yield: 83.0%. The reactants are C(CCC)[Li] (n-butyl lithium), C(C)(C)NC(C)C (diisopropyl amine), O1CCCC1 (tetrahydrofuran), [Li+].CC(C)[N-]C(C)C (LDA), C(C)N(C(=O)C=1C(=C(C=CC1)OC(C)C)C1=C(C=C(C=C1)OC)OC)CC (N,N-diethyl-6-isopropoxy-2',4'-dimethoxy-biphenyl-2-carboxamide), O1CCCC1 (THF). Product: C(C)(C)OC1=C2C=3C(=CC(=CC3C(C2=CC=C1)=O)OC)OC (5-isopropoxy-2,4-dimethoxy-fluoren-9-one). Reaction conditions: temperature 0 celsius, time 8 hour. The reactants are BrC(C(C1=CC2=CC=C(C=C2C=C1)OC)(OC)OC)C (2-bromo-1,1-dimethoxy-1-(6-methoxy-2-naphthyl)-propane), C(C)(=O)[O-].[K+] (potassium acetate), CN(C=O)C (N,N-dimethylformamide). Run in O (water). Run at time 48 hour. The product is COC=1C=C2C=CC(=CC2=CC1)C(C(=O)O)C (2-(6-methoxy-2-naphthyl)-propionic acid). Yield: 97.0%. RXN SMILES: Br[CH:2](C)[C:3](OC)(OC)[C:4]1[CH:13]=[CH:12][C:11]2[C:6](=[CH:7][CH:8]=[C:9]([O:14][CH3:15])[CH:10]=2)[CH:5]=1.[C:21]([O-:24])(=[O:23])C.[K+].CN(C)C=O>O>[CH3:15][O:14][C:9]1[CH:10]=[C:11]2[C:6](=[CH:7][CH:8]=1)[CH:5]=[C:4]([CH:3]([CH3:2])[C:21]([OH:24])=[O:23])[CH:13]=[CH:12]2 |f:1.2|. Reported procedure: A mixture of 2-bromo-1,1-dimethoxy-1-(6-methoxy-2-naphthyl)-propane (3.39 g; 10 mmol), potassium acetate (1.2 g; 12 mmol), N,N-dimethylformamide (14 ml) and of water (8 ml) is heated at 100° C. under stirring for 48 h. The reaction mixture is worked up as described in example 1a to provide 2-(6-methoxy-2-naphthyl)-propionic acid (2.23 g; 9.7 mmol; yield 97%), m.p. 155°-157° C. Starting materials: ClC1=CC=C(C=C1)C(CCC(=O)OC)(CC)N1N=CC2=C(C=CC=C12)NS(=O)(=O)C (methyl 4-(4-chlorophenyl)-4-(4-(methylsulfonamido)-1H-indazol-1-yl)hexanoate), C[Li] (CH3Li). Run in C1CCOC1 (THF). Run at time 30 minute. Yields the product ClC1=CC=C(C=C1)C(CC)(CCC(C)=O)N1N=CC2=C(C=CC=C12)NS(=O)(=O)C (N-(1-(3-(4-chlorophenyl)-6-oxoheptan-3-yl)-1H-indazol-4-yl)methanesulfonamide). Reaction SMILES: [Cl:1][C:2]1[CH:7]=[CH:6][C:5]([C:8]([N:17]2[C:25]3[C:20](=[C:21]([NH:26][S:27]([CH3:30])(=[O:29])=[O:28])[CH:22]=[CH:23][CH:24]=3)[CH:19]=[N:18]2)([CH2:15][CH3:16])[CH2:9][CH2:10][C:11]([O:13]C)=O)=[CH:4][CH:3]=1.[CH3:31][Li]>C1COCC1>[Cl:1][C:2]1[CH:7]=[CH:6][C:5]([C:8]([N:17]2[C:25]3[C:20](=[C:21]([NH:26][S:27]([CH3:30])(=[O:28])=[O:29])[CH:22]=[CH:23][CH:24]=3)[CH:19]=[N:18]2)([CH2:9][CH2:10][C:11](=[O:13])[CH3:31])[CH2:15][CH3:16])=[CH:4][CH:3]=1. Reported procedure: A mixture of methyl 4-(4-chlorophenyl)-4-(4-(methylsulfonamido)-1H-indazol-1-yl)hexanoate (50 mg), as described in Example 44 Step E, in 2 mL of anhydrous THF was added CH3Li (1.5 M in ether, 0.2 mL) dropwise at 0° C. and stirred for 30 min. The solution was quenched with saturated NH4Cl solution, and extracted with ethyl acetate (20 mL). The organic layer was washed with brine, dried over dry sodium sulfate, filtered and evaporated. The residue was purified on revered—phase HPLC (0.05% TFA in H...